This data is from the Open Reaction Database (ORD), a public repository of structured organic reaction records. The task is: describe an organic reaction: reactants, conditions, products, and yield The reactants are Cc1nnc(-c2ccc(C)c(-c3ccc(C(=O)O)cc3)c2)o1, CCN=C=NCCCN(C)C, NCCC1CCCCC1, Cl, CN(C)C=O, On1nnc2ccccc21. RXN SMILES: [CH3:1][c:2]1[c:3](-[c:14]2[cH:15][cH:16][c:17]([C:20](=[O:21])[OH:22])[cH:18][cH:19]2)[cH:4][c:5](-[c:8]2[o:9][c:10]([CH3:13])[n:11][n:12]2)[cH:6][cH:7]1.[CH3:34][N:35]([CH3:36])[CH2:37][CH2:38][CH2:39][N:40]=[C:41]=[N:42][CH2:43][CH3:44].[CH:45]1([CH2:51][CH2:52][NH2:53])[CH2:46][CH2:47][CH2:48][CH2:49][CH2:50]1.[ClH:33].[O:54]=[CH:55][N:56]([CH3:57])[CH3:58].[OH:23][n:24]1[c:25]2[c:26]([cH:27][cH:28][cH:29][cH:30]2)[n:31][n:32]1>>[CH3:1][c:2]1[c:3](-[c:14]2[cH:15][cH:16][c:17]([C:20](=[O:21])[NH:53][CH2:52][CH2:51][CH:45]3[CH2:46][CH2:47][CH2:48][CH2:49][CH2:50]3)[cH:18][cH:19]2)[cH:4][c:5](-[c:8]2[o:9][c:10]([CH3:13])[n:11][n:12]2)[cH:6][cH:7]1. Product: Cc1nnc(-c2ccc(C)c(-c3ccc(C(=O)NCCC4CCCCC4)cc3)c2)o1. Reactants: O=C([O-])[O-], CCCCCC1CCC(c2ccc(Br)cc2)CC1, CCO, Cc1ccccc1, OB(O)c1ccc(F)nc1F, [Na+], [Na+], c1ccc(P(c2ccccc2)(c2ccccc2)[Pd](P(c2ccccc2)(c2ccccc2)c2ccccc2)(P(c2ccccc2)(c2ccccc2)c2ccccc2)P(c2ccccc2)(c2ccccc2)c2ccccc2)cc1. Product: CCCCCC1CCC(c2ccc(-c3ccc(F)nc3F)cc2)CC1. As a reaction SMILES: [C:37](=[O:38])([O-:39])[O-:40].[CH2:1]([CH2:2][CH2:3][CH2:4][CH3:5])[CH:6]1[CH2:7][CH2:8][CH:9]([c:12]2[cH:13][cH:14][c:15]([Br:18])[cH:16][cH:17]2)[CH2:10][CH2:11]1.[CH3:120][CH2:121][OH:122].[CH3:30][c:31]1[cH:32][cH:33][cH:34][cH:35][cH:36]1.[F:19][c:20]1[n:21][c:22]([F:29])[cH:23][cH:24][c:25]1[B:26]([OH:27])[OH:28].[Na+:41].[Na+:42].[cH:43]1[cH:44][cH:45][c:46]([P:47]([Pd:48]([P:49]([c:50]2[cH:51][cH:52][cH:53][cH:54][cH:55]2)([c:56]2[cH:57][cH:58][cH:59][cH:60][cH:61]2)[c:62]2[cH:63][cH:64][cH:65][cH:66][cH:67]2)([P:68]([c:69]2[cH:70][cH:71][cH:72][cH:73][cH:74]2)([c:75]2[cH:76][cH:77][cH:78][cH:79][cH:80]2)[c:81]2[cH:82][cH:83][cH:84][cH:85][cH:86]2)[P:87]([c:88]2[cH:89][cH:90][cH:91][cH:92][cH:93]2)([c:94]2[cH:95][cH:96][cH:97][cH:98][cH:99]2)[c:100]2[cH:101][cH:102][cH:103][cH:104][cH:105]2)([c:106]2[cH:107][cH:108][cH:109][cH:110][cH:111]2)[c:112]2[cH:113][cH:114][cH:115][cH:116][cH:117]2)[cH:118][cH:119]1>>[CH2:1]([CH2:2][CH2:3][CH2:4][CH3:5])[CH:6]1[CH2:7][CH2:8][CH:9]([c:12]2[cH:13][cH:14][c:15](-[c:25]3[c:20]([F:19])[n:21][c:22]([F:29])[cH:23][cH:24]3)[cH:16][cH:17]2)[CH2:10][CH2:11]1. Starting materials: CCOCC, CC(=O)O, C=[N+]=[N-], C=Cc1cc(S(=O)(=O)c2ccc(N)cc2)cc(N2CCCC2)n1, CC(=O)[O-], CC(=O)[O-], [Pd+2]. The product is Nc1ccc(S(=O)(=O)c2cc(C3CC3)nc(N3CCCC3)c2)cc1. Reaction SMILES: [CH2:31]([O:32][CH2:33][CH3:34])[CH3:35].[CH3:27][C:28](=[O:29])[OH:30].[N+:24](=[N-:25])=[CH2:26].[N:1]1([c:6]2[n:7][c:8]([CH:22]=[CH2:23])[cH:9][c:10]([S:12](=[O:13])(=[O:14])[c:15]3[cH:16][cH:17][c:18]([NH2:21])[cH:19][cH:20]3)[cH:11]2)[CH2:2][CH2:3][CH2:4][CH2:5]1.[O-:37][C:38]([CH3:39])=[O:40].[O-:41][C:42]([CH3:43])=[O:44].[Pd+2:36]>>[N:1]1([c:6]2[n:7][c:8]([CH:22]3[CH2:23][CH2:26]3)[cH:9][c:10]([S:12](=[O:13])(=[O:14])[c:15]3[cH:16][cH:17][c:18]([NH2:21])[cH:19][cH:20]3)[cH:11]2)[CH2:2][CH2:3][CH2:4][CH2:5]1. The reactants are C(C)OC(C(CC1=CC(=C(C=C1)O)C)OC)=O (3-(4-Hydroxy-3-methyl-phenyl)-2-methoxy-propionic acid ethyl ester), BrCCCOC1=CC=C(C=C1)C(=O)C1=CC=CC=C1 ([4-(3-Bromo-propoxy)-phenyl]-phenyl-methanone). The product is C(C1=CC=CC=C1)(=O)C1=CC=C(OCCCOC2=C(C=C(C=C2)CC(C(=O)O)OC)C)C=C1 (3-{4-[3-(4-Benzoyl-phenoxy)-propoxy]-3-methyl-phenyl}-2-methoxy-propionic acid). Reaction SMILES: C([O:3][C:4](=[O:17])[CH:5]([O:15][CH3:16])[CH2:6][C:7]1[CH:12]=[CH:11][C:10]([OH:13])=[C:9]([CH3:14])[CH:8]=1)C.Br[CH2:19][CH2:20][CH2:21][O:22][C:23]1[CH:28]=[CH:27][C:26]([C:29]([C:31]2[CH:36]=[CH:35][CH:34]=[CH:33][CH:32]=2)=[O:30])=[CH:25][CH:24]=1>>[C:29]([C:26]1[CH:25]=[CH:24][C:23]([O:22][CH2:21][CH2:20][CH2:19][O:13][C:10]2[CH:11]=[CH:12][C:7]([CH2:6][CH:5]([O:15][CH3:16])[C:4]([OH:3])=[O:17])=[CH:8][C:9]=2[CH3:14])=[CH:28][CH:27]=1)(=[O:30])[C:31]1[CH:32]=[CH:33][CH:34]=[CH:35][CH:36]=1. Reported procedure: A mixture of 3-(4-Hydroxy-3-methyl-phenyl)-2-methoxy-propionic acid ethyl ester and from Example 162, Step E and [4-(3-Bromo-propoxy)-phenyl]-phenyl-methanone were treated under standard condition I to give the title product. Starting materials: CC(C)(C)N=C=S, CC(C)C(=O)Nc1cccc(C2CCN(CCC(N)c3ccccc3)CC2)c1. Product: CC(C)C(=O)Nc1cccc(C2CCN(CCC(NC(=S)NC(C)(C)C)c3ccccc3)CC2)c1. Reaction SMILES: [N:1](=[C:2]=[S:3])[C:4]([CH3:5])([CH3:6])[CH3:7].[NH2:8][CH:9]([CH2:10][CH2:11][N:12]1[CH2:13][CH2:14][CH:15]([c:18]2[cH:19][c:20]([NH:24][C:25]([CH:26]([CH3:27])[CH3:28])=[O:29])[cH:21][cH:22][cH:23]2)[CH2:16][CH2:17]1)[c:30]1[cH:31][cH:32][cH:33][cH:34][cH:35]1>>[NH:1]([C:2](=[S:3])[NH:8][CH:9]([CH2:10][CH2:11][N:12]1[CH2:13][CH2:14][CH:15]([c:18]2[cH:19][c:20]([NH:24][C:25]([CH:26]([CH3:27])[CH3:28])=[O:29])[cH:21][cH:22][cH:23]2)[CH2:16][CH2:17]1)[c:30]1[cH:31][cH:32][cH:33][cH:34][cH:35]1)[C:4]([CH3:5])([CH3:6])[CH3:7]. Starting materials: crude product, ClC=1C(=NC=CN1)OC1=CC=C(N)C=C1 (4-(3-chloropyrazin-2-yloxy)aniline), O.COC1=NC=CC=C1B1OC(C(O1)(C)C)(C)C (2-methoxy-3-(4,4,5,5-tetramethyl-1,3,2-dioxaborolan-2-yl)pyridine hydrate), trans-dichlorobis(triphenylphosphine) palladium (II), C([O-])([O-])=O.[Na+].[Na+] (sodium carbonate). Solvent: COCCOC (DME), O (water). Conditions: temperature 100 celsius. The product is COC1=NC=CC=C1C=1C(=NC=CN1)OC1=CC=C(N)C=C1 (4(3-(2-methoxypyridin-3-yl)pyrazin-2-yloxy)aniline). RXN SMILES: Cl[C:2]1[C:3]([O:8][C:9]2[CH:15]=[CH:14][C:12]([NH2:13])=[CH:11][CH:10]=2)=[N:4][CH:5]=[CH:6][N:7]=1.O.[CH3:17][O:18][C:19]1[C:24](B2OC(C)(C)C(C)(C)O2)=[CH:23][CH:22]=[CH:21][N:20]=1.C(=O)([O-])[O-].[Na+].[Na+]>COCCOC.O>[CH3:17][O:18][C:19]1[C:24]([C:2]2[C:3]([O:8][C:9]3[CH:15]=[CH:14][C:12]([NH2:13])=[CH:11][CH:10]=3)=[N:4][CH:5]=[CH:6][N:7]=2)=[CH:23][CH:22]=[CH:21][N:20]=1 |f:1.2,3.4.5|. Reported procedure: To a glass microwave vial was added 4-(3-chloropyrazin-2-yloxy)aniline (1.0591 g, 4.78 mmol), 2-methoxy-3-(4,4,5,5-tetramethyl-1,3,2-dioxaborolan-2-yl)pyridine hydrate, trans-dichlorobis(triphenylphosphine) palladium (II) (0.268 g, 0.382 mmol), and sodium carbonate (2.53 g, 23.89 mmol) in DME (7.65 mL) and water (1.911 mL). The reaction mixture was stirred and heated in a Biotage Initiator microwave reactor at 100° C. for 15 min. The crude product was adsorbed onto a plug of silica gel and chrom... The reactants are COC1=C(CN[C@@H]2[C@@H](NCCC2)C2=CC=CC=C2)C=CC=C1 ((2S,3S)-3-(2-Methoxybenzyl)amino-2-phenylpiperidine), [OH-].[Na+] (NaOH), C(C)(C)(C)O (tert-BuOH), O(OC(=O)C(C)(C)C)OC(=O)C(C)(C)C ((tert-BuOCO)2O). Yields the product C(C)(C)(C)OC(=O)N1[C@H]([C@H](CCC1)NCC1=C(C=CC=C1)OC)C1=CC=CC=C1 ((2S,3S)-1-tert-Butoxycarbonyl-3-(2-methoxybenzyl)amino-2-phenylpiperidine). As a reaction SMILES: [CH3:1][O:2][C:3]1[CH:22]=[CH:21][CH:20]=[CH:19][C:4]=1[CH2:5][NH:6][C@H:7]1[CH2:12][CH2:11][CH2:10][NH:9][C@H:8]1[C:13]1[CH:18]=[CH:17][CH:16]=[CH:15][CH:14]=1.[OH-].[Na+].O(OC(C(C)(C)C)=O)[O:26][C:27](C(C)(C)C)=O.[C:40]([OH:44])([CH3:43])([CH3:42])[CH3:41]>>[C:40]([O:44][C:27]([N:9]1[CH2:10][CH2:11][CH2:12][C@H:7]([NH:6][CH2:5][C:4]2[CH:19]=[CH:20][CH:21]=[CH:22][C:3]=2[O:2][CH3:1])[C@@H:8]1[C:13]1[CH:14]=[CH:15][CH:16]=[CH:17][CH:18]=1)=[O:26])([CH3:43])([CH3:42])[CH3:41] |f:1.2|. Reported procedure: To a stirred and ice-cooled mixture of Compound 15 (10 g, 27 mmol), 3M NaOH aq. (36 ml, 110 mmol) and tert-BuOH (15 ml) was added (tert-BuOCO)2O (7.4 g, 34 mmol) in one portion. After stirring at room temperature overnight, the mixture was extracted with AcOEt. The combined AcOEt extracts were washed with H2O, and sat. NaCl aq, dried (Na2 SO4), and concentrated in vacuo to give Compound 16 (11 g, quant.) as a pale yellow oil. Reactants: COc1ccc(CCl)cc1, CO, [Na+], [OH-], CCCCn1cnnc1S. Yields the product CCCCn1cnnc1SCc1ccc(OC)cc1. Reaction SMILES: [CH3:13][O:14][c:15]1[cH:16][cH:17][c:18]([CH2:19][Cl:20])[cH:21][cH:22]1.[CH3:23][OH:24].[Na+:12].[OH-:11].[SH:1][c:2]1[n:3][n:4][cH:5][n:6]1[CH2:7][CH2:8][CH2:9][CH3:10]>>[S:1]([c:2]1[n:3][n:4][cH:5][n:6]1[CH2:7][CH2:8][CH2:9][CH3:10])[CH2:19][c:18]1[cH:17][cH:16][c:15]([O:14][CH3:13])[cH:22][cH:21]1.